Dataset: the Open Reaction Database (ORD), a public repository of structured organic reaction records. Task: describe an organic reaction: reactants, conditions, products, and yield Reactants: Cc1cccc(C)c1N, C#CC(C)O, Cc1ccc(S(=O)(=O)O)cc1. Yields the product C#CC(C)Nc1c(C)cccc1C. Reaction SMILES: [CH3:17][c:18]1[cH:19][cH:20][cH:21][c:22]([CH3:23])[c:24]1[NH2:25].[CH:12]#[C:13][CH:14]([CH3:15])[OH:16].[OH:1][S:2]([c:3]1[cH:4][cH:5][c:6]([CH3:7])[cH:8][cH:9]1)(=[O:10])=[O:11]>>[CH:12]#[C:13][CH:14]([CH3:15])[NH:25][c:24]1[c:18]([CH3:17])[cH:19][cH:20][cH:21][c:22]1[CH3:23].